This data is from the Open Reaction Database (ORD), a public repository of structured organic reaction records. The task is: describe an organic reaction: reactants, conditions, products, and yield Procedure: 2-Methoxymethyl-3-octadecylcarbamoyloxypropylamine IVk2 is allowed to react and worked up by the same procedure as described in (4). m.p. 72°-73° C. The summary of the experimental condition and the physical data of the product are listed in Table 7. Yields the product ClCCCS(=O)(=O)NCC(COC(NCCCCCCCCCCCCCCCCCC)=O)COC (3-(3-chloropropylsulfonylamino)-2-methoxymethyl-1-octadecylcarbamoyloxypropane). As a reaction SMILES: [CH3:1][O:2][CH2:3][CH:4]([CH2:7][O:8][C:9](=[O:29])[NH:10][CH2:11][CH2:12][CH2:13][CH2:14][CH2:15][CH2:16][CH2:17][CH2:18][CH2:19][CH2:20][CH2:21][CH2:22][CH2:23][CH2:24][CH2:25][CH2:26][CH2:27][CH3:28])[CH2:5][NH2:6].[Cl:30][CH2:31][CH2:32][CH2:33][S:34](NCC(OC)CSCCCCCCCCCCCCCCCC)(=[O:36])=[O:35]>>[Cl:30][CH2:31][CH2:32][CH2:33][S:34]([NH:6][CH2:5][CH:4]([CH2:3][O:2][CH3:1])[CH2:7][O:8][C:9](=[O:29])[NH:10][CH2:11][CH2:12][CH2:13][CH2:14][CH2:15][CH2:16][CH2:17][CH2:18][CH2:19][CH2:20][CH2:21][CH2:22][CH2:23][CH2:24][CH2:25][CH2:26][CH2:27][CH3:28])(=[O:36])=[O:35]. Reactants: COCC(CN)COC(NCCCCCCCCCCCCCCCCCC)=O (2-Methoxymethyl-3-octadecylcarbamoyloxypropylamine), ClCCCS(=O)(=O)NCC(CSCCCCCCCCCCCCCCCC)OC (3-(3-chloropropylsulfonylamino)-1-hexadecylthio-2-methoxypropane). As a reaction SMILES: [C:21](=[O:22])([O-:23])[O-:24].[CH3:38][N:39]([CH3:40])[CH:41]=[O:42].[F:27][c:28]1[cH:29][cH:30][c:31]([N+:34](=[O:35])[O-:36])[cH:32][cH:33]1.[K+:25].[K+:26].[OH2:37].[OH:1][c:2]1[cH:3][c:4]([C:5](=[O:6])[NH:7][c:8]2[cH:9][cH:10][c:11]([C:14]([F:15])([F:16])[F:17])[cH:12][cH:13]2)[cH:18][cH:19][cH:20]1>>[O:1]([c:2]1[cH:3][c:4]([C:5](=[O:6])[NH:7][c:8]2[cH:9][cH:10][c:11]([C:14]([F:15])([F:16])[F:17])[cH:12][cH:13]2)[cH:18][cH:19][cH:20]1)[c:28]1[cH:29][cH:30][c:31]([N+:34](=[O:35])[O-:36])[cH:32][cH:33]1. The product is O=C(Nc1ccc(C(F)(F)F)cc1)c1cccc(Oc2ccc([N+](=O)[O-])cc2)c1. Starting materials: O=C([O-])[O-], CN(C)C=O, O=[N+]([O-])c1ccc(F)cc1, [K+], [K+], O, O=C(Nc1ccc(C(F)(F)F)cc1)c1cccc(O)c1. Reactants: CS(=O)C1CC(N1CCCCC1=CC=CC=C1)=O (4-Methylsulfinyl-1-(4-phenylbutyl)-azetidin-2-one), C1(=CC=CC=C1)CCCCCCNC(CN1C(CC1S(=O)CCCCCC)=O)=O (N-(6-Phenylhexyl )-(4-n-hexylsulfinyl-2-oxoazetidin-1-yl )acetamide), OCCS(=O)C1CC(N1CC(CCC1=CC=CC=C1)=O)=O (4-(2-Hydroxyethylsulphinyl)-N-(4-phenyl-2-oxobutyl)azetidin-2-one). The product is C1(=CC=CC=C1)CCCCCCNC(CN1C([C@H]([C@@H]1S(=O)C)C)=O)=O (trans-N-(6-phenylhexyl )-(3-methyl-4-methylsulphinyl-2-oxoazetidin-1-yl)acetamide). As a reaction SMILES: [CH3:1]S(C1N(CCCCC2C=CC=CC=2)C(=O)C1)=O.[C:19]1([CH2:25][CH2:26][CH2:27][CH2:28][CH2:29][CH2:30][NH:31][C:32](=[O:47])[CH2:33][N:34]2[CH:37]([S:38]([CH2:40]CCCCC)=[O:39])[CH2:36][C:35]2=[O:46])[CH:24]=[CH:23][CH:22]=[CH:21][CH:20]=1.OCCS(C1N(CC(=O)CCC2C=CC=CC=2)C(=O)C1)=O>>[C:19]1([CH2:25][CH2:26][CH2:27][CH2:28][CH2:29][CH2:30][NH:31][C:32](=[O:47])[CH2:33][N:34]2[C@@H:37]([S:38]([CH3:40])=[O:39])[C@H:36]([CH3:1])[C:35]2=[O:46])[CH:20]=[CH:21][CH:22]=[CH:23][CH:24]=1. Procedure: 4-Methylsulfinyl-1-(4-phenylbutyl)-azetidin-2-one; N-(6-Phenylhexyl )-(4-n-hexylsulfinyl-2-oxoazetidin-1-yl )acetamide; 4-(2-Hydroxyethylsulphinyl)-N-(4-phenyl-2-oxobutyl)azetidin-2-one (Diastereoisomer 2); The reactants are C(C)OC(CC(C1=CC=C(C=C1)Cl)N)=O (3-Amino-3-(4-chloro-phenyl)-propionic acid ethyl ester), CC(C=O)C (2-methyl-propionaldehyde), O=C1N(C(CC1)=O)CCOC1=C(C=C(C=O)C=C1)OC (4-[2-(2,5-dioxo-pyrrolidin-1-yl)-ethoxy]-3-methoxy-benzaldehyde). Yields the product ClC1=CC=C(C=C1)C(CC(=O)O)N(CC(C)C)CC1=CC(=C(C=C1)OCCN1C(CCC1=O)=O)OC (3-(4-Chloro-phenyl)-3-({4-[2-(2,5-dioxo-pyrrolidin-1-yl)-ethoxy]-3-methoxy-benzyl}-isobutyl-amino)-propionic acid). As a reaction SMILES: C([O:3][C:4](=[O:15])[CH2:5][CH:6]([NH2:14])[C:7]1[CH:12]=[CH:11][C:10]([Cl:13])=[CH:9][CH:8]=1)C.[O:16]=[C:17]1[CH2:21][CH2:20][C:19](=[O:22])[N:18]1[CH2:23][CH2:24][O:25][C:26]1[CH:33]=[CH:32][C:29]([CH:30]=O)=[CH:28][C:27]=1[O:34][CH3:35].[CH3:36][CH:37]([CH3:40])[CH:38]=O>>[Cl:13][C:10]1[CH:9]=[CH:8][C:7]([CH:6]([N:14]([CH2:30][C:29]2[CH:32]=[CH:33][C:26]([O:25][CH2:24][CH2:23][N:18]3[C:17](=[O:16])[CH2:21][CH2:20][C:19]3=[O:22])=[C:27]([O:34][CH3:35])[CH:28]=2)[CH2:36][CH:37]([CH3:40])[CH3:38])[CH2:5][C:4]([OH:3])=[O:15])=[CH:12][CH:11]=1. Procedure: Following procedures outlined in Example 1 step 1 is accomplished with 3-Amino-3-(4-chloro-phenyl)-propionic acid ethyl ester (5.2) and Intermediate 4.1 then using 2-methyl-propionaldehyde (3.1) in step 2 after acidic hydrolysis and purification the title compound is isolated as a white foam. Molecular Formula=C27H33ClN2O6; (M+H)+=517; Rt=2.53 min (A), purity 98.8%. Starting materials: [BH4-], CO, CC(C)(C)C(=O)C(=Cc1ccc(Cl)cc1Cl)n1cncn1, [Na+]. Yields the product CC(C)(C)C(O)C(=Cc1ccc(Cl)cc1Cl)n1cncn1. Reaction SMILES: [BH4-:22].[CH3:24][OH:25].[Cl:1][c:2]1[c:3]([CH:9]=[C:10]([C:11]([C:12]([CH3:13])([CH3:14])[CH3:15])=[O:16])[n:17]2[n:18][cH:19][n:20][cH:21]2)[cH:4][cH:5][c:6]([Cl:8])[cH:7]1.[Na+:23]>>[Cl:1][c:2]1[c:3]([CH:9]=[C:10]([CH:11]([C:12]([CH3:13])([CH3:14])[CH3:15])[OH:16])[n:17]2[n:18][cH:19][n:20][cH:21]2)[cH:4][cH:5][c:6]([Cl:8])[cH:7]1.